From a dataset of the Open Reaction Database (ORD), a public repository of structured organic reaction records. describe an organic reaction: reactants, conditions, products, and yield Reactants: CC1=NOC(=N1)CC(=O)O (3-methyl-1,2,4-oxadiazol-5-yl-acetic acid), NC1[C@@H]2N(C(=C(CS2)C(S)C2=NN=NN2C)C(=O)O)C1=O (7-amino-3-(1-methyltetrazol-5-yl-mercaptomethyl)-3-cephem-4-carboxylic acid). Solvent: C(C)#N (acetonitrile), C(=C)N1C=NC=C1 (N-vinyl-imidazole). The product is CC1=NOC(=N1)CC(=O)NC1[C@@H]2N(C(=C(CS2)C(S)C2=NN=NN2C)C(=O)O)C1=O (7-[3-methyl-1,2,4-oxadiazol-5-yl-acetamido]-3-[1-methyltetrazol-5-yl-mercaptomethyl]-3-cephem-4-carboxylic acid), CC(=O)OCC1=C(N2[C@@H](CC2=O)SC1)C(=O)O (cephalosporanic acid). RXN SMILES: [CH3:1][C:2]1[N:6]=[C:5]([CH2:7][C:8]([OH:10])=[O:9])[O:4][N:3]=1.[NH2:11][CH:12]1[C:30](=[O:31])[N:14]2[C:15]([C:27]([OH:29])=[O:28])=[C:16]([CH:19]([C:21]3[N:25]([CH3:26])[N:24]=[N:23][N:22]=3)[SH:20])[CH2:17][S:18][C@H:13]12>C(#N)C.C(N1C=CN=C1)=C>[CH3:1][C:2]1[N:6]=[C:5]([CH2:7][C:8]([NH:11][CH:12]2[C:30](=[O:31])[N:14]3[C:15]([C:27]([OH:29])=[O:28])=[C:16]([CH:19]([C:21]4[N:25]([CH3:26])[N:24]=[N:23][N:22]=4)[SH:20])[CH2:17][S:18][C@H:13]23)=[O:10])[O:4][N:3]=1.[CH3:7][C:8]([O:10][CH2:19][C:16]1[CH2:17][S:18][C@@H:13]2[CH2:12][C:30](=[O:31])[N:14]2[C:15]=1[C:27]([OH:29])=[O:28])=[O:9]. Procedure: Using the same procedure, 4 mmol of 3-methyl-1,2,4-oxadiazol-5-yl-acetic acid and 4 mmol of 7-amino-3-(1-methyltetrazol-5-yl-mercaptomethyl)-3-cephem-4-carboxylic acid (90% purity) in 35 ml of dry acetonitrile and 0.1 ml of N-vinyl-imidazole were reacted for one hour at room temperature and two hours at 50° C. to obtain a 37% yield of almost pure 7-[3-methyl-1,2,4-oxadiazol-5-yl-acetamido]-3-[1-methyltetrazol-5-yl-mercaptomethyl]-3-cephem-4-carboxylic acid with a 41% recovery of the starting cep...